From a dataset of the Open Reaction Database (ORD), a public repository of structured organic reaction records. describe an organic reaction: reactants, conditions, products, and yield The reactants are BrC1=C(C=CC(=C1)OC)C(C)=O (1-(2-Bromo-4-methoxyphenyl)ethanone), [OH-].[Na+] (NaOH), C(C1=CC=CC=C1)=O (benzaldehyde). Solvent: CCO (EtOH), O (H2O), Cl (HCl). Conditions: time 4 hour. The product is BrC1=C(C=CC(=C1)OC)C(\C=C\C1=CC=CC=C1)=O ((E)-1-(2-Bromo-4-methoxyphenyl)-3-phenyl-2-propen-1-one). Isolated yield 69.9%. RXN SMILES: [Br:1][C:2]1[CH:7]=[C:6]([O:8][CH3:9])[CH:5]=[CH:4][C:3]=1[C:10](=[O:12])[CH3:11].[OH-].[Na+].[CH:15](=O)[C:16]1[CH:21]=[CH:20][CH:19]=[CH:18][CH:17]=1>CCO.O.Cl>[Br:1][C:2]1[CH:7]=[C:6]([O:8][CH3:9])[CH:5]=[CH:4][C:3]=1[C:10](=[O:12])/[CH:11]=[CH:15]/[C:16]1[CH:21]=[CH:20][CH:19]=[CH:18][CH:17]=1 |f:1.2|. Reported procedure: To a solution of 1-(2-bromo-4-methoxyphenyl)ethanone (6.2 g, 27.06 mmol) obtained in Step 1 in EtOH (50 mL) at 0° C. was added sequentially aq. NaOH solution (8.12 mL, 81.19 mmol, 3 eq) and benzaldehyde (3.3 mL, 32.48 mmol, 1.2 eq). After being stirred for additional 4 h at room temperature, the mixture was diluted with H2O and neutralized with 3N HCl. The resulting mixture was extracted with EtOAc (20 mL×3). The extracts were washed with brine, dried over MgSO4, and concentrated in vacuo to obt... The reactants are C(C)OC(C(CC1=CNC2=CC(=CC=C12)C1=CC=C(C=C1)OC1=CC=CC=C1)NC(=O)OC(C)(C)C)=O (2-tert-Butoxycarbonylamino-3-[6-(4-phenoxyphenyl)-1H-indol-3-yl]-propionic acid ethyl ester), [OH-].[Na+] (NaOH). Conditions: temperature 30 celsius, time 24 hour. Product: C(C)(C)(C)OC(=O)NC(C(=O)O)CC1=CNC2=CC(=CC=C12)C1=CC=C(C=C1)OC1=CC=CC=C1 (2-tert-Butoxycarbonylamino-3-[6-(4-phenoxyphenyl)-1H-indol-3-yl]-propionic acid). Isolated yield 53.0%. Reaction SMILES: C([O:3][C:4](=[O:37])[CH:5]([NH:29][C:30]([O:32][C:33]([CH3:36])([CH3:35])[CH3:34])=[O:31])[CH2:6][C:7]1[C:15]2[C:10](=[CH:11][C:12]([C:16]3[CH:21]=[CH:20][C:19]([O:22][C:23]4[CH:28]=[CH:27][CH:26]=[CH:25][CH:24]=4)=[CH:18][CH:17]=3)=[CH:13][CH:14]=2)[NH:9][CH:8]=1)C.[OH-].[Na+]>>[C:33]([O:32][C:30]([NH:29][CH:5]([CH2:6][C:7]1[C:15]2[C:10](=[CH:11][C:12]([C:16]3[CH:17]=[CH:18][C:19]([O:22][C:23]4[CH:28]=[CH:27][CH:26]=[CH:25][CH:24]=4)=[CH:20][CH:21]=3)=[CH:13][CH:14]=2)[NH:9][CH:8]=1)[C:4]([OH:37])=[O:3])=[O:31])([CH3:36])([CH3:34])[CH3:35] |f:1.2|. Procedure details: 2-tert-Butoxycarbonylamino-3-[6-(4-phenoxyphenyl)-1H-indol-3-yl]-propionic acid (17) was prepared as follows: A mixture of compound 16 (0.1 g in 4 mL MeOH) and NaOH (0.5N aqueous, 0.5 mL) was shaken at 30° C. for 24 hours. The solvent was removed under vacuum. The residue was suspended in CHCl3 (20 mL), neutralized with 0.5N HCl to ˜pH 2, and concentrated to get compound 17 as a white solid (50 mg, 53%): 1H-NMR (400 MHz, CD3OD/CDCl3 3/1) δ: 7.8-7.84 (m, 3H), 7.75 (s, 1H), 747-7.57 (m, 3H), 7.2-7... Reactants: CC(C)(C)S(=O)N=C1CCCc2ccc(Br)cc21, C1COCCO1, Cl. Yields the product N=C1CCCc2ccc(Br)cc21. As a reaction SMILES: [Br:2][c:3]1[cH:4][cH:5][c:6]2[c:11]([cH:12]1)[C:10](=[N:13][S:14]([C:15]([CH3:16])([CH3:17])[CH3:18])=[O:19])[CH2:9][CH2:8][CH2:7]2.[CH2:20]1[O:21][CH2:22][CH2:23][O:24][CH2:25]1.[ClH:1]>>[Br:2][c:3]1[cH:4][cH:5][c:6]2[c:11]([cH:12]1)[C:10](=[NH:13])[CH2:9][CH2:8][CH2:7]2. Reactants: intermediate 16, C(C1=CC=CC=C1)OC1=C(N=C2N(C1=O)CCC=C2C2=CC=CC=C2)C(=O)OCC (ethyl 3-(benzyloxy)-4-oxo-9-phenyl-6,7-dihydro-4H-pyrido[1,2-a]pyrimidine-2-carboxylate), FC(C(=O)O)(F)F (trifluoroacetic acid). Run in ClCCl (dichloromethane). Run at temperature 25 celsius, time 16 hour. Product: OC1=C(N=C2N(C1=O)CCC=C2C2=CC=CC=C2)C(=O)OCC (Ethyl 3-hydroxy-4-oxo-9-phenyl-6,7-dihydro-4H-pyrido[1,2-a]pyrimidine-2-carboxylate). Isolated yield 75.6%. As a reaction SMILES: C([O:8][C:9]1[C:14](=[O:15])[N:13]2[CH2:16][CH2:17][CH:18]=[C:19]([C:20]3[CH:25]=[CH:24][CH:23]=[CH:22][CH:21]=3)[C:12]2=[N:11][C:10]=1[C:26]([O:28][CH2:29][CH3:30])=[O:27])C1C=CC=CC=1.FC(F)(F)C(O)=O>ClCCl>[OH:8][C:9]1[C:14](=[O:15])[N:13]2[CH2:16][CH2:17][CH:18]=[C:19]([C:20]3[CH:21]=[CH:22][CH:23]=[CH:24][CH:25]=3)[C:12]2=[N:11][C:10]=1[C:26]([O:28][CH2:29][CH3:30])=[O:27]. Reported procedure: A solution of intermediate 16, ethyl 3-(benzyloxy)-4-oxo-9-phenyl-6,7-dihydro-4H-pyrido[1,2-a]pyrimidine-2-carboxylate (0.320 g, 0.80 mmol) in dichloromethane (5 ml) was treated with trifluoroacetic acid (5 ml) and the resulting mixture was stirred at 25° C. for 16 h. The reaction mixture was then concentrated in vacuo and the residue was triturated with ether to give 0.189 g (76% yield) of the title material as a white solid; mp 151° C. 1HNMR 400 MHz (CDCl3) δ (ppm): 1.37 (3H, t, J=7.1 Hz, CH3)... Starting materials: O (water), BrC1=C(C(=NN1C1=C(C=C(C=C1Cl)C(F)(F)F)Cl)C#N)C#C[Si](C)(C)C (5-bromo-3-cyano-1-(2,6-dichloro-4-trifluoromethylphenyl)-4-trimethylsilylethynylpyrazole), BrC1=C(C(=NN1C1=C(C=C(C=C1Cl)C(F)(F)F)Cl)C#N)C#C[Si](C)(C)C (5-Bromo-3-cyano-1-(2,6-dichloro-4-trifluoromethylphenyl)-4-trimethylsilylethynylpyrazole), [F-].C(CCC)[N+](CCCC)(CCCC)CCCC (tetra-n-butylammonium fluoride). The solvent is ClCCl (dichloromethane), ClCCl (dichloromethane). Reaction conditions: time 30 minute. Yields the product BrC1=C(C(=NN1C1=C(C=C(C=C1Cl)C(F)(F)F)Cl)C#N)C#C (5-Bromo-3-cyano-1-(2,6-dichloro-4-trifluoromethylphenyl)-4-ethynylpyrazole). As a reaction SMILES: [Br:1][C:2]1[N:6]([C:7]2[C:12]([Cl:13])=[CH:11][C:10]([C:14]([F:17])([F:16])[F:15])=[CH:9][C:8]=2[Cl:18])[N:5]=[C:4]([C:19]#[N:20])[C:3]=1[C:21]#[C:22][Si](C)(C)C.[F-].C([N+](CCCC)(CCCC)CCCC)CCC.O>ClCCl>[Br:1][C:2]1[N:6]([C:7]2[C:8]([Cl:18])=[CH:9][C:10]([C:14]([F:16])([F:15])[F:17])=[CH:11][C:12]=2[Cl:13])[N:5]=[C:4]([C:19]#[N:20])[C:3]=1[C:21]#[CH:22] |f:1.2|. Procedure: To a stirred solution of 5-bromo-3-cyano-1-(2,6-dichloro-4-trifluoromethylphenyl)-4-trimethylsilylethynylpyrazole (43 mg, the compound of Example C1) in dichloromethane (1 ml) was added dropwise over five minutes tetra-n-butylammonium fluoride (0.098 ml). Stirring was continued at room temperature for 30 minutes. The reaction mixture was then poured into dichloromethane (10 ml) and water (10 ml). The organic layer was separated, dried (MgSO4) and evaporated. The residue was purified by column ch... Starting materials: C(C1=CC=CC=C1)OC(=O)N1CC(N(CC1)CC12CC3CC(CC(C1)C3)C2)=O (4-Benzyloxycarbonyl-[1-((adamant-1-yl)methyl)]-piperazin-2-one), FC(C(=O)O)(F)F (trifluoroacetic acid). Conditions: time 30 minute. The product is C12(CC3CC(CC(C1)C3)C2)CN2C(CNCC2)=O (1-((adamant-1-yl)methyl)piperazin-2-one), hydrochloride salt. As a reaction SMILES: C(OC([N:11]1[CH2:16][CH2:15][N:14]([CH2:17][C:18]23[CH2:27][CH:22]4[CH2:23][CH:24]([CH2:26][CH:20]([CH2:21]4)[CH2:19]2)[CH2:25]3)[C:13](=[O:28])[CH2:12]1)=O)C1C=CC=CC=1.FC(F)(F)C(O)=O>>[C:18]12([CH2:17][N:14]3[CH2:15][CH2:16][NH:11][CH2:12][C:13]3=[O:28])[CH2:27][CH:22]3[CH2:23][CH:24]([CH2:26][CH:20]([CH2:21]3)[CH2:19]1)[CH2:25]2. Procedure: 4-Benzyloxycarbonyl-[1-((adamant-1-yl)methyl)]-piperazin-2-one (300.0 mg, 0.9 mmol), prepared as described in Step 3, was dissolved into neat trifluoroacetic acid(5.0 ml) and the reaction allowed to stir for 30 minutes. Excess trifluoroacetic acid was removed under high vacuum and the resulting gum treated with 4.0N HCl in dioxane and after 10 minutes excess solvents were removed under high vacuum to give 1-((adamant-1-yl)methyl)piperazin-2-one as the hydrochloride salt. 400 Mhz H1 NMR (CD3OD): ... Reactants: CCOC(=O)C (EtOAc), N1=CC=NC=2C(CCCC12)N (5,6,7,8-tetrahydroquinoxalin-5-ylamine), CCOC(=O)C (EtOAc), CO (MeOH), [NH4+].[OH-] (NH4OH), CO (MeOH), CCOC(=O)C (EtOAc). Reaction conditions: time 2 hour. The product is N1=CC=NC=2[C@@H](CCCC12)NC(C)=O ((R)-N-(5,6,7,8-tetrahydroquinoxalin-5-yl)acetamide). As a reaction SMILES: [N:1]1[C:10]2[CH2:9][CH2:8][CH2:7][CH:6]([NH2:11])[C:5]=2[N:4]=[CH:3][CH:2]=1.CO.[NH4+].[OH-].[CH3:16][CH2:17][O:18]C(C)=O>>[N:1]1[C:10]2[CH2:9][CH2:8][CH2:7][C@@H:6]([NH:11][C:17](=[O:18])[CH3:16])[C:5]=2[N:4]=[CH:3][CH:2]=1 |f:2.3|. Procedure: Following the general procedure, 5,6,7,8-tetrahydroquinoxalin-5-ylamine (263 mg, 1.76 mmol), CALB (45 mg) and EtOAc (7.0 mL) were stirred for 2 hours. The conversion determined from 1H NMR by integration of the peaks at 4.94 ppm (CHNHAc) and 4.01 ppm (CHNH2) was 50%. Flash chromatography of the material on silica gel using 1:4 MeOH:EtOAc followed by 1:1:4 NH4OH:MeOH:EtOAc furnished the (R)-N-(5,6,7,8-tetrahydroquinoxalin-5-yl)acetamide ((157 mg, 47%) in 98% ee (chiral GC method: 130° C. for 180 ...